From a dataset of the Open Reaction Database (ORD), a public repository of structured organic reaction records. describe an organic reaction: reactants, conditions, products, and yield Yields the product CC(O)c1ccc(N2CCN(C(=O)OC(C)(C)C)CC2)nc1. Reaction SMILES: [Br-:26].[CH2:29]1[O:30][CH2:31][CH2:32][CH2:33]1.[CH3:1][O:2][N:3]([C:4](=[O:5])[c:6]1[cH:7][cH:8][c:9]([N:12]2[CH2:13][CH2:14][N:15]([C:18](=[O:19])[O:20][C:21]([CH3:22])([CH3:23])[CH3:24])[CH2:16][CH2:17]2)[n:10][cH:11]1)[CH3:25].[CH3:27][Mg+:28]>>[CH:4]([OH:5])([c:6]1[cH:7][cH:8][c:9]([N:12]2[CH2:13][CH2:14][N:15]([C:18](=[O:19])[O:20][C:21]([CH3:22])([CH3:23])[CH3:24])[CH2:16][CH2:17]2)[n:10][cH:11]1)[CH3:27]. The reactants are [Br-], C1CCOC1, CON(C)C(=O)c1ccc(N2CCN(C(=O)OC(C)(C)C)CC2)nc1, C[Mg+]. The reactants are C(C)OC(=O)C=1C(=NNC1C)OC(C(=O)C1=C(C=C(C=C1)C)C)C (3-[2-(2,4-dimethyl-phenyl)-1-methyl-2-oxo-ethoxy]-5-methyl-1H-pyrazole-4-carboxylic acid ethyl ester), O.C1(=CC=C(C=C1)S(=O)(=O)O)C (para-toluenesulfonic acid mono-hydrate). Solvent: C1(=CC=CC=C1)C (toluene), CC(=O)O (AcOH). Product: C(C)OC(=O)C=1C(=NN2C1OC(=C2C2=C(C=C(C=C2)C)C)C)C (3-(2,4-dimethyl-phenyl)-2,6-dimethyl-pyrazolo[5,1-b]oxazole-7-carboxylic acid ethyl ester). Isolated yield 88.0%. As a reaction SMILES: [CH2:1]([O:3][C:4]([C:6]1[C:7]([O:12][CH:13]([CH3:24])[C:14]([C:16]2[CH:21]=[CH:20][C:19]([CH3:22])=[CH:18][C:17]=2[CH3:23])=O)=[N:8][NH:9][C:10]=1[CH3:11])=[O:5])[CH3:2].O.C1(C)C=CC(S(O)(=O)=O)=CC=1>C1(C)C=CC=CC=1.CC(O)=O>[CH2:1]([O:3][C:4]([C:6]1[C:10]([CH3:11])=[N:9][N:8]2[C:14]([C:16]3[CH:21]=[CH:20][C:19]([CH3:22])=[CH:18][C:17]=3[CH3:23])=[C:13]([CH3:24])[O:12][C:7]=12)=[O:5])[CH3:2] |f:1.2|. Procedure: A mixture of 3-[2-(2,4-dimethyl-phenyl)-1-methyl-2-oxo-ethoxy]-5-methyl-1H-pyrazole-4-carboxylic acid ethyl ester (273 mg, 0.83 mmol), para-toluenesulfonic acid mono-hydrate (160 mg, 0.83 mmol) in toluene (15 ml) and AcOH (5 ml) is refluxed for 3 days. The reaction mixture is concentrated in vacuo and the residue is dissolved in EtOAc (40 ml). The organic solution is washed successively with Na2CO3 2M in water (2×20 ml) and brine (20 ml), dried over Na2SO4, filtered and concentrated to dryness. ... Starting materials: CC1(C)CCc2nc(NC(=O)C(=O)OCc3ccccc3)sc2C1, CCO, [H][H], O. Yields the product CC1(C)CCc2nc(NC(=O)C(=O)O)sc2C1. Reaction SMILES: [CH3:1][C:2]1([CH3:24])[CH2:3][c:4]2[c:5]([n:6][c:7]([NH:9][C:10](=[O:11])[C:12](=[O:13])[O:14][CH2:15][c:16]3[cH:17][cH:18][cH:19][cH:20][cH:21]3)[s:8]2)[CH2:22][CH2:23]1.[CH3:28][CH2:29][OH:30].[H:26][H:27].[OH2:25]>>[CH3:1][C:2]1([CH3:24])[CH2:3][c:4]2[c:5]([n:6][c:7]([NH:9][C:10](=[O:11])[C:12](=[O:13])[OH:14])[s:8]2)[CH2:22][CH2:23]1. The reactants are [N+](=O)([O-])C=1C=C(C(=N)N)C=CC1 (3-nitrobenzamidine), [N+](=O)([O-])C1=CC=C(C=CS(=O)(=O)Cl)C=C1 (4-nitrostyrylsulfonyl chloride). Yields the product [N+](=O)([O-])C1=CC=C(C=CS(=O)(=O)NC(C2=CC(=CC=C2)[N+](=O)[O-])=N)C=C1 (N-(4-NITROSTYRYLSULFONYL)-3-NITROBENZAMIDINE). As a reaction SMILES: [N+:1]([C:4]1[CH:5]=[C:6]([CH:10]=[CH:11][CH:12]=1)[C:7]([NH2:9])=[NH:8])([O-:3])=[O:2].[N+:13]([C:16]1[CH:27]=[CH:26][C:19]([CH:20]=[CH:21][S:22](Cl)(=[O:24])=[O:23])=[CH:18][CH:17]=1)([O-:15])=[O:14]>>[N+:13]([C:16]1[CH:17]=[CH:18][C:19]([CH:20]=[CH:21][S:22]([NH:8][C:7](=[NH:9])[C:6]2[CH:10]=[CH:11][CH:12]=[C:4]([N+:1]([O-:3])=[O:2])[CH:5]=2)(=[O:24])=[O:23])=[CH:26][CH:27]=1)([O-:15])=[O:14]. Procedure details: Reaction of 3-nitrobenzamidine with 4-nitrostyrylsulfonyl chloride according to the above procedure provides N-(4-NITROSTYRYLSULFONYL)-3-NITROBENZAMIDINE, m.p. 230°-232° C. The reactants are FC([C@](C(=O)Cl)(C)O[Si](C)(C)C)(F)F ((S)-3,3,3-Trifluoro-2-(trimethylsilyloxy)-2-methylpropanoyl chloride), NC1=CC=CC=C1 (aniline), ClC1=C(N)C=CC(=C1F)SC1=CC=C(C=C1)C(N(CC)C)=O (2-Chloro-3-fluoro-4-[4-(N-methyl-N-ethylcarbamoyl)phenylsulphanyl]aniline), N1=CC=CC=C1 (pyridine). Run in C(Cl)Cl (DCM), C(Cl)Cl (DCM). Run at time 4 hour. Product: ClC1=C(C=CC(=C1F)SC1=CC=C(C=C1)C(N(CC)C)=O)NC([C@@](C(F)(F)F)(C)O)=O ((R)-N-{2-Chloro-3-fluoro-4-[4-(N-methyl-N-ethylcarbamoyl)phenylsulphanyl]phenyl}-2-hydroxy-2-methyl-3,3,3-trifluoropropanamide). Isolated yield 47.9%. Reaction SMILES: [Cl:1][C:2]1[C:8]([F:9])=[C:7]([S:10][C:11]2[CH:16]=[CH:15][C:14]([C:17](=[O:22])[N:18]([CH3:21])[CH2:19][CH3:20])=[CH:13][CH:12]=2)[CH:6]=[CH:5][C:3]=1[NH2:4].N1C=CC=CC=1.[F:29][C:30]([F:42])([F:41])[C@@:31]([O:36][Si](C)(C)C)([CH3:35])[C:32](Cl)=[O:33].NC1C=CC=CC=1>C(Cl)Cl>[Cl:1][C:2]1[C:8]([F:9])=[C:7]([S:10][C:11]2[CH:16]=[CH:15][C:14]([C:17](=[O:22])[N:18]([CH3:21])[CH2:19][CH3:20])=[CH:13][CH:12]=2)[CH:6]=[CH:5][C:3]=1[NH:4][C:32](=[O:33])[C@:31]([OH:36])([CH3:35])[C:30]([F:42])([F:41])[F:29]. Procedure: 2-Chloro3-fluoro-4-[4-(N-methyl-N-ethylcarbamoyl)phenylsulphanyl]aniline (Method 83; 580 mg, 1.7 mmol) was dissolved in DCM (6 ml) and pyridine (0.28 ml) was added. (S)-3,3,3-Trifluoro-2-(trimethylsilyloxy)-2-methylpropanoyl chloride (prepared from (R)-3,3,3-trifluoro-2-hydroxy-2-methylpropionic acid (Method 25) as described in J. Med. Chem., 1999, 42, 2741-2746) (508 mg) was dissolved in DCM (1 ml) and added to the aniline. The solution was stirred for 4 hours and then washed with HCl (2 M) to ... Reactants: [BH4-], O=C([O-])O, CCO, O=Cc1c(Cl)cncc1Cl, Cl, [Na+], [Na+], O. The product is OCc1c(Cl)cncc1Cl. As a reaction SMILES: [BH4-:11].[C:14](=[O:15])([O-:16])[OH:17].[CH3:19][CH2:20][OH:21].[CH:1](=[O:2])[c:3]1[c:4]([Cl:10])[cH:5][n:6][cH:7][c:8]1[Cl:9].[ClH:13].[Na+:12].[Na+:18].[OH2:22]>>[CH2:1]([OH:2])[c:3]1[c:4]([Cl:10])[cH:5][n:6][cH:7][c:8]1[Cl:9]. Reactants: C(C)(C)N(CC)C(C)C (diisopropylethylamine), BrC=1C=C(C=CC1)NC1=NC=NC2=CC(=C(C=C12)OCCBr)OC (4-[(3-bromo-phenyl)amino]-6-(2-bromoethoxy)-7-methoxy-quinazoline), O[C@H](CNCC(=O)OC(C)(C)C)C (tert.butyl (S)-(2-hydroxy-propylamino)-acetate). Solvent: C(C)#N (acetonitrile). Conditions: temperature 50 celsius, time 8 hour. The product is BrC=1C=C(C=CC1)NC1=NC=NC2=CC(=C(C=C12)OCCN(C[C@H](C)O)CC(=O)OC(C)(C)C)OC (4-[(3-Bromo-phenyl)amino]-6-(2-{N-[(tert.butyloxycarbonyl)methyl]-N-((S)-2-hydroxy-propyl)-amino}-ethoxy)-7-methoxy-quinazoline). As a reaction SMILES: C(N(C(C)C)CC)(C)C.[Br:10][C:11]1[CH:12]=[C:13]([NH:17][C:18]2[C:27]3[C:22](=[CH:23][C:24]([O:32][CH3:33])=[C:25]([O:28][CH2:29][CH2:30]Br)[CH:26]=3)[N:21]=[CH:20][N:19]=2)[CH:14]=[CH:15][CH:16]=1.[OH:34][C@@H:35]([CH3:46])[CH2:36][NH:37][CH2:38][C:39]([O:41][C:42]([CH3:45])([CH3:44])[CH3:43])=[O:40]>C(#N)C>[Br:10][C:11]1[CH:12]=[C:13]([NH:17][C:18]2[C:27]3[C:22](=[CH:23][C:24]([O:32][CH3:33])=[C:25]([O:28][CH2:29][CH2:30][N:37]([CH2:38][C:39]([O:41][C:42]([CH3:43])([CH3:45])[CH3:44])=[O:40])[CH2:36][C@@H:35]([OH:34])[CH3:46])[CH:26]=3)[N:21]=[CH:20][N:19]=2)[CH:14]=[CH:15][CH:16]=1. Procedure details: 0.25 ml of diisopropylethylamine are added to 650 mg of 4-[(3-bromo-phenyl)amino]-6-(2-bromoethoxy)-7-methoxy-quinazoline and 1.10 g of tert.butyl (S)-(2-hydroxy-propylamino)-acetate in 15 ml of acetonitrile. The reaction mixture is stirred overnight at 50° C. Since no reaction can be detected, the reaction mixture is concentrated by evaporation, combined with 20 ml of N,N-dimethylformamide and stirred for eight hours at 60° C. Then the temperature is increased to 80° C. After another eight hour... Starting materials: ClC1=NC=CN=C1Cl (2,3-dichloropyrazine), O.NN (hydrazine hydrate). Solvent: C(C)O (ethanol). Run at time 3 day. Yields the product Cl.ClC1=NC=CN=C1NN (2-chloro-3-hydrazinylpyrazine hydrochloride), solid. As a reaction SMILES: [Cl:1][C:2]1[C:7](Cl)=[N:6][CH:5]=[CH:4][N:3]=1.O.[NH2:10][NH2:11]>C(O)C>[ClH:1].[Cl:1][C:2]1[C:7]([NH:10][NH2:11])=[N:6][CH:5]=[CH:4][N:3]=1 |f:1.2,4.5|. Procedure: A solution of 2,3-dichloropyrazine (3.822 g, 25.65 mmol) in absolute ethanol (20 mL) was treated with hydrazine hydrate (2.74 mL) at room temperature. The mixture was stirred for 3 days then filtered and washed with ethanol (20 mL) to yield 2-chloro-3-hydrazinylpyrazine hydrochloride as an off-white fluffy solid (4.04 g).